The task is: describe an organic reaction: reactants, conditions, products, and yield. This data is from the Open Reaction Database (ORD), a public repository of structured organic reaction records. The reactants are CC(=O)Nc1ccc(CBr)c(C)c1C#N, C[O-], CO, CC(C)[N+](=O)[O-], [Na+]. Yields the product CC(=O)Nc1ccc(C=O)c(C)c1C#N. As a reaction SMILES: [CH3:10][c:11]1[c:12]([C:13]#[N:14])[c:15]([NH:21][C:22]([CH3:23])=[O:24])[cH:16][cH:17][c:18]1[CH2:19][Br:20].[CH3:1][O-:2].[CH3:25][OH:26].[CH3:4][CH:5]([N+:6](=[O:7])[O-:8])[CH3:9].[Na+:3]>>[O:8]=[CH:19][c:18]1[c:11]([CH3:10])[c:12]([C:13]#[N:14])[c:15]([NH:21][C:22]([CH3:23])=[O:24])[cH:16][cH:17]1. Reactants: COc1ccc(C)cc1Br, O=C1Nc2ncc(Cl)cc2C1=O. Product: COc1ccc(C)cc1C1(O)C(=O)Nc2ncc(Cl)cc21. RXN SMILES: [Br:1][c:2]1[c:3]([O:9][CH3:10])[cH:4][cH:5][c:6]([CH3:8])[cH:7]1.[Cl:11][c:12]1[cH:13][c:14]2[c:15]([n:16][cH:17]1)[NH:18][C:19](=[O:22])[C:20]2=[O:21]>>[c:2]1([C:20]2([OH:21])[c:14]3[cH:13][c:12]([Cl:11])[cH:17][n:16][c:15]3[NH:18][C:19]2=[O:22])[c:3]([O:9][CH3:10])[cH:4][cH:5][c:6]([CH3:8])[cH:7]1. Starting materials: CC1(C(C1C=CC(=O)OCC1CC1)C(=O)O)C (2,2-dimethyl-3-(3-cyclopropylmethoxy-3-oxo-1-propenyl) cyclopropane-carboxylic acid), C1(CCCCC1)N=C=NC1CCCCC1 (dicyclohexylcarbodiimide), cyano-2-(6-phenoxypyridyl)-methanol. Reagents/catalysts: CN(C1=CC=NC=C1)C (4-dimethylamino-pyridine). Run in C(Cl)Cl (methylene chloride), C(Cl)Cl (methylene chloride). Reaction conditions: time 4 hour. Yields the product CC1(C(C1C=CC(=O)OCC1CC1)C(=O)O)C (2,2-dimethyl-3-(3-cyclopropylmethoxy-3-oxo-1-propenyl) cyclopropane-carboxylic acid), CC1(C(C1C#CC(=O)OC)C(=O)[O-])C (2,2-dimethyl-3-(3-methoxy-3-oxo-propynyl)-cyclopropane-carboxylate). As a reaction SMILES: [CH3:1][C:2]1([CH3:17])[CH:4]([CH:5]=[CH:6][C:7]([O:9][CH2:10][CH:11]2[CH2:13][CH2:12]2)=[O:8])[CH:3]1[C:14]([OH:16])=[O:15].C1(N=C=NC2CCCCC2)CCCCC1>C(Cl)Cl.CN(C)C1C=CN=CC=1>[CH3:1][C:2]1([CH3:17])[CH:4]([CH:5]=[CH:6][C:7]([O:9][CH2:10][CH:11]2[CH2:13][CH2:12]2)=[O:8])[CH:3]1[C:14]([OH:16])=[O:15].[CH3:1][C:2]1([CH3:17])[CH:4]([C:5]#[C:6][C:7]([O:9][CH3:10])=[O:8])[CH:3]1[C:14]([O-:16])=[O:15]. Procedure: A solution of 21.6 g of the product of Step A in 75 ml of methylene chloride was added with stirring under an inert atmosphere to a solution of 19.9 g of (R, S) cyano-2-(6-phenoxypyridyl)-methanol in 75 ml of methylene chloride and then 1 g of 4-dimethylamino-pyridine was dissolved therein at 0° C. 21 g of dicyclohexylcarbodiimide were added to the mixture which was then stirred at room temperature for 4 hours and was then filtered. The filtrate was evaporated to dryness under reduced pressure a...